Dataset: the Open Reaction Database (ORD), a public repository of structured organic reaction records. Task: describe an organic reaction: reactants, conditions, products, and yield Starting materials: C(C1=CC=CC=C1)NN (benzylhydrazine), CN(C)C=C1C(CCCC1=O)=O (2-(dimethylaminomethylene)-cyclohexane-1,3-dione). The product is C(C1=CC=CC=C1)N1N=CC=2C(CCCC12)=O (1-Benzyl-1,5,6,7-tetrahydro-4H-indazol-4-one). Reaction SMILES: [CH2:1]([NH:8][NH2:9])[C:2]1[CH:7]=[CH:6][CH:5]=[CH:4][CH:3]=1.CN([CH:13]=[C:14]1[C:19](=[O:20])[CH2:18][CH2:17][CH2:16][C:15]1=O)C>>[CH2:1]([N:8]1[C:15]2[CH2:16][CH2:17][CH2:18][C:19](=[O:20])[C:14]=2[CH:13]=[N:9]1)[C:2]1[CH:7]=[CH:6][CH:5]=[CH:4][CH:3]=1. Procedure: Prepared analogously to Example 1 starting from benzylhydrazine and 2-(dimethylaminomethylene)-cyclohexane-1,3-dione. Procedure: Bis(trimethylsilyl)trifluoroacetamide (16 mL., 60 mmol.) was added to a suspension of L-norleucine (2.62 g., 20 mmol.) in 40 mL of acetonitrile at 0° C. The suspension was allowed to warm to room temperature and was stirred for 2.5 hours, at which point, almost all of the solid dissolved. The reaction mixture was recooled to 0° C. and 2-trifluoromethyl-3-acetylthiopropionyl chloride (4.7 g., 20 mmol.) was added dropwise over 20 minutes as a solution in 10 mL of acetonitrile. After stirring at ro... The solvent is CCCCCC (hexane), C(C)#N (acetonitrile), C(C)#N (acetonitrile), CO (methanol), C(C)(=O)OCC (ethyl acetate), C(C)(=O)O (acetic acid). Reaction SMILES: C[Si](N([Si](C)(C)C)[C:6](=[O:11])[C:7](F)(F)F)(C)C.[NH2:16][C@H:17]([C:22]([OH:24])=[O:23])[CH2:18][CH2:19][CH2:20][CH3:21].[F:25][C:26]([F:36])([F:35])[CH:27]([CH2:31]C(=O)C)[C:28](Cl)=[S:29].[OH2:37]>C(#N)C.CO.C(O)(=O)C.CCCCCC.C(OCC)(=O)C>[C:6]([S:29][CH2:28][CH:27]([C:26]([F:25])([F:35])[F:36])[C:31]([NH:16][C@H:17]([C:22]([OH:24])=[O:23])[CH2:18][CH2:19][CH2:20][CH3:21])=[O:37])(=[O:11])[CH3:7]. Product: C(C)(=O)SCC(C(=O)N[C@@H](CCCC)C(=O)O)C(F)(F)F (N-[2-[(Acetylthio)methyl]-3,3,3-trifluoro-1-oxopropyl]-L-norleucine). Conditions: time 2.5 hour. The reactants are O (water), C[Si](C)(C)N(C(C(F)(F)F)=O)[Si](C)(C)C (Bis(trimethylsilyl)trifluoroacetamide), N[C@@H](CCCC)C(=O)O (L-norleucine), compound, FC(C(C(=S)Cl)CC(C)=O)(F)F (2-trifluoromethyl-3-acetylthiopropionyl chloride). Starting materials: Cl.Cl.C[C@@H]1N(CCC1)[C@@H]1CNCC1 ((2S,3′S)-2-Methyl-[1,3′]bipyrrolidinyl dihydrochloride), CC(C)(C)[O-].[Na+] (NaOt-Bu), C(C)(C)(C)OC(C1=CC=C(C=C1)Br)=O (tert-Butyl-4-bromo-benzoate), CC(C)([O-])C.[Na+] (sodium tert-butoxide), tris(dibenzylideneacetone)dipalladium-(0), C1(=CC=CC=C1)C (toluene). The reagents and catalysts are C=1C=CC(=CC1)P(C=2C=CC=CC2)C3=CC=C4C=CC=CC4=C3C5=C6C=CC=CC6=CC=C5P(C=7C=CC=CC7)C=8C=CC=CC8 (BINAP). Run in CO (MeOH). Reaction conditions: temperature 80 celsius. Yields the product C(C)(C)(C)OC(C1=CC=C(C=C1)N1C[C@H](CC1)N1[C@H](CCC1)C)=O (4-((2S,3′S)-2-Methyl-[1,3′]bipyrrolidinyl-1′-yl)-benzoic acid tert-butyl ester). Yield: 79.3%. Reaction SMILES: Cl.Cl.[CH3:3][C@H:4]1[CH2:8][CH2:7][CH2:6][N:5]1[C@H:9]1[CH2:13][CH2:12][NH:11][CH2:10]1.CC([O-])(C)C.[Na+].[C:20]([O:24][C:25](=[O:33])[C:26]1[CH:31]=[CH:30][C:29](Br)=[CH:28][CH:27]=1)([CH3:23])([CH3:22])[CH3:21].C1(C)C=CC=CC=1>CO.C1C=CC(P(C2C(C3C(P(C4C=CC=CC=4)C4C=CC=CC=4)=CC=C4C=3C=CC=C4)=C3C(C=CC=C3)=CC=2)C2C=CC=CC=2)=CC=1>[C:20]([O:24][C:25](=[O:33])[C:26]1[CH:31]=[CH:30][C:29]([N:11]2[CH2:12][CH2:13][C@H:9]([N:5]3[CH2:6][CH2:7][CH2:8][C@@H:4]3[CH3:3])[CH2:10]2)=[CH:28][CH:27]=1)([CH3:23])([CH3:21])[CH3:22] |f:0.1.2,3.4|. Reported procedure: (2S,3′S)-2-Methyl-[1,3′]bipyrrolidinyl dihydrochloride (1.1 g, 4 mmol) was treated with NaOt-Bu (1.1 g, 2equiv) in MeOH (30 mL), filtered, and concentrated. To this flask was charged with tert-Butyl-4-bromo-benzoate (1 g, 3.89 mmol), sodium tert-butoxide 538 mg, 5.6 mmol), tris(dibenzylideneacetone)dipalladium-(0) (35 mg, 0.039 mmol), BINAP (72 mg, 0.116 mmol), and toluene (40 mL) under argon. The reaction flask was heated to 80° C. (external) for 24 h with stirring until the starting material h... Starting materials: CS(C)=O, NCCO, CS(=O)(=O)c1nc(N)c(C#N)s1. The product is N#Cc1sc(NCCO)nc1N. As a reaction SMILES: [CH3:17][S:18]([CH3:19])=[O:20].[NH2:13][CH2:14][CH2:15][OH:16].[NH2:1][c:2]1[n:3][c:4]([S:9]([CH3:10])(=[O:11])=[O:12])[s:5][c:6]1[C:7]#[N:8]>>[NH2:1][c:2]1[n:3][c:4]([NH:13][CH2:14][CH2:15][OH:16])[s:5][c:6]1[C:7]#[N:8].